This data is from the Open Reaction Database (ORD), a public repository of structured organic reaction records. The task is: describe an organic reaction: reactants, conditions, products, and yield Starting materials: [Li]CCCC, CC#N, CC(C)NC(C)C, [Cl-], CC(=O)c1ccccc1Cl, [NH4+], C1CCOC1. Reaction SMILES: [CH2:8]([Li:9])[CH2:10][CH2:11][CH3:12].[CH3:13][C:14]#[N:15].[CH:1]([NH:2][CH:3]([CH3:4])[CH3:5])([CH3:6])[CH3:7].[Cl-:26].[Cl:16][c:17]1[c:18]([C:23]([CH3:24])=[O:25])[cH:19][cH:20][cH:21][cH:22]1.[NH4+:27].[O:28]1[CH2:29][CH2:30][CH2:31][CH2:32]1>>[CH2:13]([C:14]#[N:15])[C:23]([c:18]1[c:17]([Cl:16])[cH:22][cH:21][cH:20][cH:19]1)([CH3:24])[OH:25]. The product is CC(O)(CC#N)c1ccccc1Cl. Reactants: C([O-])([O-])=O.[Na+].[Na+] (sodium carbonate), ClC=1C=C2C(=CNC2=CC1)CCNC(C1=C(C=CC=C1)I)=O (N-(2-(5-chloro-1H-indol-3-yl)ethyl)-2-iodobenzamide), C(#N)C1=CC=C(C=C1)B(O)O (4-cyanophenylboronic acid). The reagents and catalysts are C=1C=CC(=CC1)[P](C=2C=CC=CC2)(C=3C=CC=CC3)[Pd]([P](C=4C=CC=CC4)(C=5C=CC=CC5)C=6C=CC=CC6)([P](C=7C=CC=CC7)(C=8C=CC=CC8)C=9C=CC=CC9)[P](C=1C=CC=CC1)(C=1C=CC=CC1)C=1C=CC=CC1 (tetrakis(triphenylphosphine)palladium). Solvent: C(OC)COC (dimethoxyethane), O (water). Yields the product eluent, ClC=1C=C2C(=CNC2=CC1)CCNC(=O)C=1C(=CC=CC1)C1=CC=C(C=C1)C#N (N-(2-(5-chloro-1H-indol-3-yl)ethyl)-4′-cyanobiphenyl-2-carboxamide). Yield: 45.5%. Reaction SMILES: [Cl:1][C:2]1[CH:3]=[C:4]2[C:8](=[CH:9][CH:10]=1)[NH:7][CH:6]=[C:5]2[CH2:11][CH2:12][NH:13][C:14](=[O:22])[C:15]1[CH:20]=[CH:19][CH:18]=[CH:17][C:16]=1I.[C:23]([C:25]1[CH:30]=[CH:29][C:28](B(O)O)=[CH:27][CH:26]=1)#[N:24].C(=O)([O-])[O-].[Na+].[Na+]>C(COC)OC.O.C1C=CC([P]([Pd]([P](C2C=CC=CC=2)(C2C=CC=CC=2)C2C=CC=CC=2)([P](C2C=CC=CC=2)(C2C=CC=CC=2)C2C=CC=CC=2)[P](C2C=CC=CC=2)(C2C=CC=CC=2)C2C=CC=CC=2)(C2C=CC=CC=2)C2C=CC=CC=2)=CC=1>[Cl:1][C:2]1[CH:3]=[C:4]2[C:8](=[CH:9][CH:10]=1)[NH:7][CH:6]=[C:5]2[CH2:11][CH2:12][NH:13][C:14]([C:15]1[C:16]([C:28]2[CH:29]=[CH:30][C:25]([C:23]#[N:24])=[CH:26][CH:27]=2)=[CH:17][CH:18]=[CH:19][CH:20]=1)=[O:22] |f:2.3.4,^1:50,52,71,90|. Procedure: N-(2-(5-chloro-1H-indol-3-yl)ethyl)-4′-cyanobiphenyl-2-carboxamide was prepared according to method B with N-(2-(5-chloro-1H-indol-3-yl)ethyl)-2-iodobenzamide (0.075 g; 0.176 mmol), 4-cyanophenylboronic acid (0.027 g; 0.180 mmol), tetrakis(triphenylphosphine)palladium (0.010 g; 0.009 mmol), sodium carbonate (0.037 g; 0.353 mmol), in dimethoxyethane (3 mL) and water (1 mL), irradiated in a microwave oven at 130° C. for 15 minutes. Flash chromatography on silica gel (eluent 2 to 20% ethyl acetate ... Starting materials: CC(C)(C)OC(=O)N1CC(Oc2ccc(CN3CC4(COC4)C3)cc2)C1, ClCCl, O=C(O)C(F)(F)F, [K+], [K+], O=C([O-])[O-]. Product: c1cc(OC2CNC2)ccc1CN1CC2(COC2)C1. As a reaction SMILES: [CH2:1]1[O:2][CH2:3][C:4]12[CH2:5][N:6]([CH2:8][c:9]1[cH:10][cH:11][c:12]([O:13][CH:14]3[CH2:15][N:16]([C:18]([O:19][C:20]([CH3:21])([CH3:22])[CH3:23])=[O:24])[CH2:17]3)[cH:25][cH:26]1)[CH2:7]2.[Cl:40][CH2:41][Cl:42].[F:27][C:28]([F:29])([F:30])[C:31]([OH:32])=[O:33].[K+:34].[K+:35].[O-:36][C:37]([O-:38])=[O:39]>>[CH2:1]1[O:2][CH2:3][C:4]12[CH2:5][N:6]([CH2:8][c:9]1[cH:10][cH:11][c:12]([O:13][CH:14]3[CH2:15][NH:16][CH2:17]3)[cH:25][cH:26]1)[CH2:7]2. Starting materials: COC(CCCCC(C[C@H]1[C@H](C[C@H]([C@@H]1\C=C\[C@H](CCCCC)OC1OCCCC1)OC1OCCCC1)O)=O)=O ((13E)-(9α,11α,15S)-6-oxo-9-hydroxy-11,15-bis(tetrahydropyran-2-yloxy)prost-13-enoic acid methyl ester), [Cr](=O)(=O)(O)O (chromic acid). Solvent: C(C)OCC (diethyl ether). Conditions: time 1 hour. Product: COC(CCCCC(C[C@H]1C(C[C@H]([C@@H]1\C=C\[C@H](CCCCC)OC1OCCCC1)OC1OCCCC1)=O)=O)=O ((13E)-(11α,15S)-6,9-Dioxo-11,15-bis(tetrahydropyran-2-yloxy)prost-13-enoic acid methyl ester). RXN SMILES: [CH3:1][O:2][C:3](=[O:39])[CH2:4][CH2:5][CH2:6][CH2:7][C:8](=[O:38])[CH2:9][C@@H:10]1[C@@H:14](/[CH:15]=[CH:16]/[C@@H:17]([O:23][CH:24]2[CH2:29][CH2:28][CH2:27][CH2:26][O:25]2)[CH2:18][CH2:19][CH2:20][CH2:21][CH3:22])[C@H:13]([O:30][CH:31]2[CH2:36][CH2:35][CH2:34][CH2:33][O:32]2)[CH2:12][C@@H:11]1[OH:37].[Cr](O)(O)(=O)=O>C(OCC)C>[CH3:1][O:2][C:3](=[O:39])[CH2:4][CH2:5][CH2:6][CH2:7][C:8](=[O:38])[CH2:9][C@@H:10]1[C@@H:14](/[CH:15]=[CH:16]/[C@@H:17]([O:23][CH:24]2[CH2:29][CH2:28][CH2:27][CH2:26][O:25]2)[CH2:18][CH2:19][CH2:20][CH2:21][CH3:22])[C@H:13]([O:30][CH:31]2[CH2:36][CH2:35][CH2:34][CH2:33][O:32]2)[CH2:12][C:11]1=[O:37]. Procedure: To a solution of crude (13E)-(9α,11α,15S)-6-oxo-9-hydroxy-11,15-bis(tetrahydropyran-2-yloxy)prost-13-enoic acid methyl ester (prepared as described in Reference Example 7) in 10 ml of diethyl ether was added 10 ml of a chromic acid solution (obtained from 760 mg of chromium trioxide, 2.56 g of manganese sulphate, 0.84 ml of sulphuric acid and 19 ml of water) at 0° to 5° C., and the mixture was stirred at the same temperature for 1 hour. The reaction mixture was extracted with diethyl ether and t... The reactants are C(C)(=O)OCC1=CC=C(C=C1)C(C(C)(C)C)=O (α-acetoxy-p-pivaloyl-toluene), [OH-].[K+] (potassium hydroxide). The solvent is C(C)O (ethanol), O (water). Product: C(C(C)(C)C)(=O)C1=CC=C(CO)C=C1 (p-pivaloyl benzyl alcohol). RXN SMILES: C([O:4][CH2:5][C:6]1[CH:11]=[CH:10][C:9]([C:12](=[O:17])[C:13]([CH3:16])([CH3:15])[CH3:14])=[CH:8][CH:7]=1)(=O)C.[OH-].[K+]>C(O)C.O>[C:12]([C:9]1[CH:8]=[CH:7][C:6]([CH2:5][OH:4])=[CH:11][CH:10]=1)(=[O:17])[C:13]([CH3:16])([CH3:15])[CH3:14] |f:1.2|. Procedure details: A mixture of 15 grams (0.064 mole) of α-acetoxy-p-pivaloyl-toluene and 15 grams (0.278 mole) of potassium hydroxide in 150 milliliter of ethanol and 50 milliliters of water is refluxed for 4 hours. The solvent is removed in vacuo, and the residue is treated with ether and water. The ether is separated and the water is again extracted with ether. The ether layers are combined, decolorized with charcoal, dried over magnesium sulfate, filtered and evaporated. The resulting yellow oil is distilled i... Reactants: N12CCN(CC1)CC2 (1,4-Diazabicyclo[2,2,2]octane), C(=O)([O-])[O-].[K+].[K+] (K2CO3), C(C)(C)(C)OC(=O)N1CC2N(CC1)C(N(C2=O)CC(F)(F)F)=O (1,3-Dioxo-2-(2,2,2-trifluoro-ethyl)-hexahydro-imidazo[1,5-a]pyrazine-7-carboxylic Acid Tert-butyl Ester), Cl.N1=C(C=CC=C1)CCl (2-picolyl chloride-HCl), C(=O)(O)[O-].[Na+] (NaHCO3), Potassium bis(tnimethylsilyl)amide. Solvent: CN(C)C=O (DMF), C1CCOC1 (THF). Run at temperature -78 celsius, time 1 hour. Yields the product C(C)(C)(C)OC(=O)N1CC2(N(CC1)C(N(C2=O)CC(F)(F)F)=O)CC2=NC=CC=C2 (1,3-Dioxo-8a-pyridin-2-ylmethyl-2-(2.2,2-trifluoro-ethyl)-hexahydroimidazo[1.5-a]pyrazine-7-carboxylic Acid Tert-butyl Ester). As a reaction SMILES: [C:1]([O:5][C:6]([N:8]1[CH2:13][CH2:12][N:11]2[C:14](=[O:23])[N:15]([CH2:18][C:19]([F:22])([F:21])[F:20])[C:16](=[O:17])[CH:10]2[CH2:9]1)=[O:7])([CH3:4])([CH3:3])[CH3:2].Cl.[N:25]1[CH:30]=[CH:29][CH:28]=[CH:27][C:26]=1[CH2:31]Cl.C([O-])(O)=O.[Na+].N12CCN(CC1)CC2.C([O-])([O-])=O.[K+].[K+]>CN(C=O)C.C1COCC1>[C:1]([O:5][C:6]([N:8]1[CH2:13][CH2:12][N:11]2[C:14](=[O:23])[N:15]([CH2:18][C:19]([F:21])([F:22])[F:20])[C:16](=[O:17])[C:10]2([CH2:31][C:26]2[CH:27]=[CH:28][CH:29]=[CH:30][N:25]=2)[CH2:9]1)=[O:7])([CH3:4])([CH3:2])[CH3:3] |f:1.2,3.4,6.7.8|. Procedure: In flame-dried glassware, 1,3-dioxo-2-(2,2,2-trifluoro-ethyl)-hexahydroimidazo[1,5a]pyrazine-7-carboxylic acid tert-butyl ester (prepared as described in Step 4, 10.11 g, 30 mmol) was dissolved in 150 mL of DMF/30 mL of THF and cooled to −78° C. Potassium bis(tnimethylsilyl)amide (KHMDS, 0.5 M solution, 90 mL, 45 mmol) was added dropwise and allowed to stir for 1 h at −78° C. In separate glassware, 2-picolyl chloride-HCl (14.76 g, 90 mmol) was reacted with saturated aqueous NaHCO3 (150 mL), extr... Reactants: FC1(CCC(CC1)(O)CNC(=O)C=1C=2C=CC(=NC2C=CC1Cl)C1CC(CC1)=O)F (6-chloro-2-(3-oxo-cyclopentyl)-quinoline-5-carboxylic acid (4,4-difluoro-1-hydroxycyclohexyl methyl)-amide), [BH4-].[Na+] (NaBH4). Product: FC1(CCC(CC1)CNC(=O)C=1C=2C=CC(=NC2C=CC1Cl)C1CC(CC1)O)F (6-Chloro-2-(3-hydroxy-cyclopentyl)-quinoline-5-carboxylic acid (4,4-difluoro-cyclohexyl methyl)-amide). RXN SMILES: [F:1][C:2]1([F:30])[CH2:7][CH2:6][C:5]([CH2:9][NH:10][C:11]([C:13]2[C:14]3[CH:15]=[CH:16][C:17]([CH:24]4[CH2:28][CH2:27][C:26](=[O:29])[CH2:25]4)=[N:18][C:19]=3[CH:20]=[CH:21][C:22]=2[Cl:23])=[O:12])(O)[CH2:4][CH2:3]1.[BH4-].[Na+]>>[F:30][C:2]1([F:1])[CH2:7][CH2:6][CH:5]([CH2:9][NH:10][C:11]([C:13]2[C:14]3[CH:15]=[CH:16][C:17]([CH:24]4[CH2:28][CH2:27][CH:26]([OH:29])[CH2:25]4)=[N:18][C:19]=3[CH:20]=[CH:21][C:22]=2[Cl:23])=[O:12])[CH2:4][CH2:3]1 |f:1.2|. Procedure details: The title compound was synthesized according to the procedure described in example 136 using 6-chloro-2-(3-oxo-cyclopentyl)-quinoline-5-carboxylic acid (4,4-difluoro-1-hydroxycyclohexyl methyl)-amide and NaBH4. 1H NMR (400 MHz, DMSO-d6): δ 88.72-8.76 (bs, 1H), 8.05-8.10 (m, 1H), 7.94 (d, J=9.51 Hz, 1H), 7.72-7.76 (m, 1H), 7.54-7.63 (m, 1H), 4.68 (s, 2H), 4.25-4.26 (m, 1H), 3.31-3.40 (m, 3H), 2.48-2.50 (m, 1H), 1.95-2.32 (m, 4H), 1.81-1.92 (m, 3H), 1.72-1.79 (m, 2H), 1.63-1.71 (m, 5H). m/z: 439.2...